This data is from the Open Reaction Database (ORD), a public repository of structured organic reaction records. The task is: describe an organic reaction: reactants, conditions, products, and yield Starting materials: C(C)OC(C=C(C)C1=C(C=C(C=C1)N(CC)CC)O)=O (3-(4-diethylamino-2-hydroxy-phenyl)-but-2-enoic acid ethyl ester), C(CCCCCCCC=C)O (dec-9-en-1-ol), tetraisopropyl-o-titanate, C(CCCCCCCC=C)OC(C=C(C)C1=C(C=C(C=C1)N(CC)CC)O)=O (3-(4-diethylamino-2-hydroxy-phenyl)-but-2-enoic acid dec-9-enyl ester). Product: C(CCCCCCCC=C)OC(\C=C(/C)\C1=C(C=C(C=C1)N(CC)CC)O)=O ((E)-3(4-Diethylamino-2-hydroxy-phenyl)-but-2-enoic acid dec-9-enyl ester). Reaction SMILES: [CH2:1]([O:11][C:12](=[O:28])[CH:13]=[C:14]([C:16]1[CH:21]=[CH:20][C:19]([N:22]([CH2:25][CH3:26])[CH2:23][CH3:24])=[CH:18][C:17]=1[OH:27])[CH3:15])[CH2:2][CH2:3][CH2:4][CH2:5][CH2:6][CH2:7][CH2:8][CH:9]=[CH2:10].C(OC(=O)C=C(C1C=CC(N(CC)CC)=CC=1O)C)C.C(O)CCCCCCCC=C>>[CH2:1]([O:11][C:12](=[O:28])/[CH:13]=[C:14](/[C:16]1[CH:21]=[CH:20][C:19]([N:22]([CH2:23][CH3:24])[CH2:25][CH3:26])=[CH:18][C:17]=1[OH:27])\[CH3:15])[CH2:2][CH2:3][CH2:4][CH2:5][CH2:6][CH2:7][CH2:8][CH:9]=[CH2:10]. Reported procedure: According to the same procedure, 3-(4-diethylamino-2-hydroxy-phenyl)-but-2-enoic acid dec-9-enyl ester was prepared from 3-(4-diethylamino-2-hydroxy-phenyl)-but-2-enoic acid ethyl ester, dec-9-en-1-ol and tetraisopropyl-o-titanate. Starting materials: NC1CCN(CC1)CCC1=CNC2=CC=CC=C12 (3-[2-(4-aminopiperidyl)-ethyl]indole), [S-]C#N.[NH4+] (ammonium thiocyanate), C(C1=CC=CC=C1)(=O)Cl (benzoyl chloride), O (water). Run in CC(=O)C (acetone), CC(=O)C (acetone), CC(=O)C (acetone). Run at time 5 minute. The product is C(C1=CC=CC=C1)(=O)NC(=S)NC1CCN(CC1)CCC1=CNC2=CC=CC=C12 (1-Benzoyl-3-[1-(2-[3-indolyl]ethyl)piperid-4-yl]thiourea). Reaction SMILES: [S-:1][C:2]#[N:3].[NH4+].[C:5](Cl)(=[O:12])[C:6]1[CH:11]=[CH:10][CH:9]=[CH:8][CH:7]=1.[NH2:14][CH:15]1[CH2:20][CH2:19][N:18]([CH2:21][CH2:22][C:23]2[C:31]3[C:26](=[CH:27][CH:28]=[CH:29][CH:30]=3)[NH:25][CH:24]=2)[CH2:17][CH2:16]1.O>CC(C)=O>[C:5]([NH:3][C:2]([NH:14][CH:15]1[CH2:20][CH2:19][N:18]([CH2:21][CH2:22][C:23]2[C:31]3[C:26](=[CH:27][CH:28]=[CH:29][CH:30]=3)[NH:25][CH:24]=2)[CH2:17][CH2:16]1)=[S:1])(=[O:12])[C:6]1[CH:11]=[CH:10][CH:9]=[CH:8][CH:7]=1 |f:0.1|. Procedure details: To a stirred solution of ammonium thiocyanate (2.28g) in dry acetone (20 ml) was added a solution of benzoyl chloride (4.22g) in dry acetone (20 ml). This mixture was stirred at 45° for 5 min. then treated with a solution of 3-[2-(4-aminopiperidyl)-ethyl]indole (7.84g) in dry acetone (30 ml). After refluxing for 25 min, the mixture was cooled, poured into water (250 ml) and the liberated oil extracted into chloroform. Evaporation of the dried (MgSO4) extract afforded the title compound which was... The reactants are C[Si]([O-])(C)C.[K+] (potassium trimethylsilanolate), aqueous solution, [OH-].[Na+] (sodium hydroxide), C(C)OC(=O)C=1C(=NN2C1C=C(C=C2OCC2=C(C=CC=C2F)F)C2CC2)C (5-cyclopropyl-7-(2,6-difluorobenzyloxy)-2-methylpyrazolo[1,5-a]pyridine-3-carboxylic acid ethyl ester). The solvent is CO (methanol). Product: C1(CC1)C1=CC=2N(C(=C1)OCC1=C(C=CC=C1F)F)N=C(C2C(=O)O)C (5-Cyclopropyl-7-[(2,6-difluorobenzyl)oxy]-2-methylpyrazolo[1,5-a]pyridine-3-carboxylic Acid). As a reaction SMILES: [OH-].[Na+].C([O:5][C:6]([C:8]1[C:9]([CH3:30])=[N:10][N:11]2[C:16]([O:17][CH2:18][C:19]3[C:24]([F:25])=[CH:23][CH:22]=[CH:21][C:20]=3[F:26])=[CH:15][C:14]([CH:27]3[CH2:29][CH2:28]3)=[CH:13][C:12]=12)=[O:7])C.C[Si](C)(C)[O-].[K+]>CO>[CH:27]1([C:14]2[CH:15]=[C:16]([O:17][CH2:18][C:19]3[C:20]([F:26])=[CH:21][CH:22]=[CH:23][C:24]=3[F:25])[N:11]3[N:10]=[C:9]([CH3:30])[C:8]([C:6]([OH:7])=[O:5])=[C:12]3[CH:13]=2)[CH2:28][CH2:29]1 |f:0.1,3.4|. Procedure: 1.8 ml (1.8 mmol) of a 1 M aqueous solution of sodium hydroxide were added to a solution of 180 mg (0.47 mmol) of 5-cyclopropyl-7-(2,6-difluorobenzyloxy)-2-methylpyrazolo[1,5-a]pyridine-3-carboxylic acid ethyl ester (Example 148A) in 18 ml of methanol. The reaction was stirred at reflux for 18 h and concentrated under reduced pressure. The residue was taken up in 4 ml of tetrahydrofuran, and 70 mg (0.55 mmol) of potassium trimethylsilanolate were added. The reaction mixture was stirred at 65° C.... Starting materials: O (water), NC1=NC(=C2N=CN(C2=N1)[C@H]1[C@H](OC(C)=O)[C@H](OC(C)=O)[C@H](O1)COC(C)=O)Cl (2-Amino-6-chloro-9-(2,3,5-tri-O-acetyl-β-D-ribofuranosyl)purine), N(=O)OC(C)(C)C (tert-butyl nitrite). Solvent: C(C)(C)(C)O (tert-butyl alcohol). Run at time 3 hour. Product: ClC1=C2N=CN(C2=NC(=N1)O)[C@H]1[C@H](OC(C)=O)[C@H](OC(C)=O)[C@H](O1)COC(C)=O (6-chloro-2-hydroxy-9-(2,3,5-tri-O-acetyl-β-D-ribofuranosyl)purine). As a reaction SMILES: N[C:2]1[N:10]=[C:9]2[C:5]([N:6]=[CH:7][N:8]2[C@@H:11]2[O:23][C@H:22]([CH2:24][O:25][C:26](=[O:28])[CH3:27])[C@@H:17]([O:18][C:19](=[O:21])[CH3:20])[C@H:12]2[O:13][C:14](=[O:16])[CH3:15])=[C:4]([Cl:29])[N:3]=1.O.N(OC(C)(C)C)=[O:32]>C(O)(C)(C)C>[Cl:29][C:4]1[N:3]=[C:2]([OH:32])[N:10]=[C:9]2[C:5]=1[N:6]=[CH:7][N:8]2[C@@H:11]1[O:23][C@H:22]([CH2:24][O:25][C:26](=[O:28])[CH3:27])[C@@H:17]([O:18][C:19](=[O:21])[CH3:20])[C@H:12]1[O:13][C:14](=[O:16])[CH3:15]. Procedure: 2-Amino-6-chloro-9-(2,3,5-tri-O-acetyl-β-D-ribofuranosyl)purine (42.7 g, 100 mmoles) is dissolved in 2 liters of a tert-butyl alcohol:water mixture (1:1, v/v) with heating. After cooling the solution with an ice bath, tert-butyl nitrite (50 mL, 422 mmoles) is added in one portion. The ice bath is removed and the mixture is stirred at room temperature until gas evolution ceases (approximately 3 hours). The mixture is then frozen (dry ice/2-propanol) and lyophilized to afford the desired intermedi... Reactants: OS(=O)(=O)O (H2SO4), COC(=CC(=O)OCC)C(F)(F)F (ethyl 3-methoxy-4,4,4-trifluoro-2-buteneoate), C(CS)(=O)OC (methyl thioglycolate), [OH-].[K+].CO (KOH methanol). Solvent: CO (methanol). The product is OC1=C(SC(=C1)C(F)(F)F)C(=O)OC (Methyl 3-Hydroxy-5-trifluoromethyl-2-thiophenecarboxylate). Isolated yield 71.0%. Reaction SMILES: CO[C:3]([C:10]([F:13])([F:12])[F:11])=[CH:4][C:5]([O:7]CC)=O.[C:14]([O:18][CH3:19])(=[O:17])[CH2:15][SH:16].[OH-].[K+].CO.OS(O)(=O)=O>CO>[OH:7][C:5]1[CH:4]=[C:3]([C:10]([F:11])([F:12])[F:13])[S:16][C:15]=1[C:14]([O:18][CH3:19])=[O:17] |f:2.3.4|. Reported procedure: A solution of ethyl 3-methoxy-4,4,4-trifluoro-2-buteneoate (48.45 g, 0.245 mol) and methyl thioglycolate (25.95 g, 0.245 mole) in methanol is treated dropwise with 300 mL, 1M KOH/methanol over a 45 minute period at 35-42° C. (external cooling is used to control exotherm) and stirred at ambient temperatures until reaction is complete by GC analysis. The resultant reaction mixture is poured onto ice water, acidified with 6N H2SO4 to pH 2 and extracted with ethyl acetate. The ethyl acetate extracts... Reactants: C(C)S (ethyl mercaptan), C(C)OC(=O)NN(C#N)CC (2-ethyl-2-cyanohydrazinecarboxylic acid ethyl ester). Solvent: C(C)(=O)O (acetic acid). Yields the product C(C)N1N=C(N=C1SCC)O (1-ethyl-5-ethylthio-3-hydroxy-1,2,4-triazole). The yield is 75.1%. RXN SMILES: [CH2:1]([SH:3])[CH3:2].C([O:6][C:7]([NH:9][N:10]([CH2:13][CH3:14])[C:11]#[N:12])=O)C>C(O)(=O)C>[CH2:13]([N:10]1[C:11]([S:3][CH2:1][CH3:2])=[N:12][C:7]([OH:6])=[N:9]1)[CH3:14]. Procedure: To an ethanolic solution of sodium ethylate produced from 4.6 g of sodium and 100 ml of absolute ethanol there is firstly added dropwise 14.9 g of ethyl mercaptan and subsequently 31.4 g of 2-ethyl-2-cyanohydrazinecarboxylic acid ethyl ester is added dropwise. There is formed a crystalline precipitate, which is refluxed for 3 hours. The cooled suspension is freed, after the addition of 12 g of glacial acetic acid, by filtration from the precipitated sodium acetate, and the filtrate is concentrat... The reactants are II (iodine), B(OC)(OC)OC (trimethyl borate), [Mg] (magnesium), C(C1=CC=CC=C1)OC1=C(C=CC(=C1)OC)Br (2-benzyloxy-1-bromo-4-methoxybenzene). Solvent: C(C)OCC.CCCCCC (diethyl ether n-hexane), C1CCOC1 (THF), C1CCOC1 (THF), C1CCOC1 (THF). Run at time 2 hour. The product is C(C1=CC=CC=C1)OC1=C(C=CC(=C1)OC)B(O)O (2-Benzyloxy-4-methoxyphenyl boronic acid). As a reaction SMILES: [Mg].II.[CH2:4]([O:11][C:12]1[CH:17]=[C:16]([O:18][CH3:19])[CH:15]=[CH:14][C:13]=1Br)[C:5]1[CH:10]=[CH:9][CH:8]=[CH:7][CH:6]=1.[B:21](OC)([O:24]C)[O:22]C>C1COCC1.C(OCC)C.CCCCCC>[CH2:4]([O:11][C:12]1[CH:17]=[C:16]([O:18][CH3:19])[CH:15]=[CH:14][C:13]=1[B:21]([OH:24])[OH:22])[C:5]1[CH:10]=[CH:9][CH:8]=[CH:7][CH:6]=1 |f:5.6|. Procedure details: To a stirred and gently refluxing suspension of magnesium powder (382 mg, 15.7 mmol) in THF (10 ml) containing a few crystals of iodine, was added dropwise, a solution of 2-benzyloxy-1-bromo-4-methoxybenzene (WO 93/08799, 4.39 g, 15.0 mmol) in THF (40 ml). After completion of the addition, the mixture was refluxed for 1.25 hours, cooled and then transferred via a canula to a stirred solution of trimethyl borate (3.11 g, 3.40 ml, 30.0 mmol) in THF (25 ml) at -78° C. The mixture was stirred at -78... Reactants: C1(CCCC1)OC1=C(N)C=CC(=C1)C (2-cyclopentyloxy-4-methyl-aniline), C(C)OC(CC=1N=C(SC1)N)=O ((2-amino-thiazol-4-yl)-acetic acid ethyl ester), C(C)OC(CC=1N=C(SC1)NC(=O)NC1=C(C=C(C=C1)C)OCC1CC1)=O ({2-[3-(2-cyclopropylmethoxy-4-methyl-phenyl)-ureido]-thiazol-4-yl}-acetic acid ethyl ester). RXN SMILES: [CH:1]1([O:6][C:7]2[CH:13]=[C:12]([CH3:14])[CH:11]=[CH:10][C:8]=2[NH2:9])[CH2:5][CH2:4][CH2:3][CH2:2]1.[CH2:15](OC(=O)CC1N=C(N)SC=1)C.[CH2:27]([O:29][C:30](=[O:53])[CH2:31][C:32]1[N:33]=[C:34]([NH:37][C:38]([NH:40][C:41]2[CH:46]=[CH:45][C:44]([CH3:47])=[CH:43][C:42]=2[O:48][CH2:49][CH:50]2[CH2:52][CH2:51]2)=[O:39])[S:35][CH:36]=1)[CH3:28]>>[CH2:27]([O:29][C:30](=[O:53])[CH2:31][C:32]1[N:33]=[C:34]([NH:37][C:38]([NH:9][C:8]2[CH:10]=[CH:11][C:12]([CH3:14])=[CH:13][C:7]=2[O:6][CH:1]2[CH2:5][CH2:4][CH2:3][CH2:2]2)=[O:39])[S:35][CH:36]=1)[CH3:28].[CH:49]1([O:48][C:42]2[CH:43]=[C:44]([CH3:47])[CH:45]=[CH:46][C:41]=2[NH:40][C:38](=[O:39])[NH:37][C:34]2[S:35][CH:36]=[C:32]([CH2:31][C:30]([OH:29])=[O:53])[N:33]=2)[CH2:15][CH2:51][CH2:52][CH2:50]1. Isolated yield 91.0%. Product: C(C)OC(CC=1N=C(SC1)NC(=O)NC1=C(C=C(C=C1)C)OC1CCCC1)=O ({2-[3-(2-Cyclopentyloxy-4-methyl-phenyl)-ureido]-thiazol-4-yl}-acetic acid ethyl ester), C1(CCCC1)OC1=C(C=CC(=C1)C)NC(NC=1SC=C(N1)CC(=O)O)=O ({2-[3-(2-Cyclopentyloxy-4-methyl-phenyl)-ureido]-thiazol-4-yl}-acetic acid). Procedure: {2-[3-(2-Cyclopentyloxy-4-methyl-phenyl)-ureido]-thiazol-4-yl}-acetic acid ethyl ester (250 mg, 62%) was prepared from 2-cyclopentyloxy-4-methyl-aniline (191 mg, 1.0 mmol) and (2-amino-thiazol-4-yl)-acetic acid ethyl ester (186 mg, 1.0 mmol) following the general procedure D. {2-[3-(2-Cyclopentyloxy-4-methyl-phenyl)-ureido]-thiazol-4-yl}-acetic acid (170 mg, 91%) was prepared from {2-[3-(2-cyclopropylmethoxy-4-methyl-phenyl)-ureido]-thiazol-4-yl}-acetic acid ethyl ester (200 mg, 0.5 mmol) follow... Reactants: ClC1=C(C=C(C=C1)B1OC(C(O1)(C)C)(C)C)F (2-(4-chloro-3-fluoro-phenyl)-4,4,5,5-tetramethyl-[1,3,2]dioxaborolane), ClC=1C=C(N=NC1)CN1C(=NC=C1)C (5-chloro-3-(2-methyl-imidazol-1-yl-methyl)-pyridazine). Yields the product Cl.ClC1=C(C=C(C=C1)C=1C=C(N=NC1)CN1C(=NC=C1)C)F (5-(4-Chloro-3-fluoro-phenyl)-3-(2-methyl-imidazol-1-yl-methyl)-pyridazine hydrochloride). RXN SMILES: [Cl:1][C:2]1[CH:7]=[CH:6][C:5](B2OC(C)(C)C(C)(C)O2)=[CH:4][C:3]=1[F:17].Cl[C:19]1[CH:20]=[C:21]([CH2:25][N:26]2[CH:30]=[CH:29][N:28]=[C:27]2[CH3:31])[N:22]=[N:23][CH:24]=1>>[ClH:1].[Cl:1][C:2]1[CH:7]=[CH:6][C:5]([C:19]2[CH:20]=[C:21]([CH2:25][N:26]3[CH:30]=[CH:29][N:28]=[C:27]3[CH3:31])[N:22]=[N:23][CH:24]=2)=[CH:4][C:3]=1[F:17] |f:2.3|. Procedure details: The title compound, MS: m/e=303.3 (M+H+), was prepared from 2-(4-chloro-3-fluoro-phenyl)-4,4,5,5-tetramethyl-[1,3,2]dioxaborolane and 5-chloro-3-(2-methyl-imidazol-1-yl-methyl)-pyridazine. Starting materials: C(C)NC=1C=C(C#N)C=CC1[N+](=O)[O-] (3-Ethylamino-4-nitro-benzonitrile). The reagents and catalysts are [Pd] (palladium on carbon). The solvent is C(C)O (ethanol). Reaction conditions: time 30 minute. Product: NC1=C(C=C(C#N)C=C1)NCC (4-amino-3-ethylamino-benzonitrile). Yield: 31.6%. Reaction SMILES: [CH2:1]([NH:3][C:4]1[CH:5]=[C:6]([CH:9]=[CH:10][C:11]=1[N+:12]([O-])=O)[C:7]#[N:8])[CH3:2]>C(O)C.[Pd]>[NH2:12][C:11]1[CH:10]=[CH:9][C:6]([C:7]#[N:8])=[CH:5][C:4]=1[NH:3][CH2:1][CH3:2]. Procedure details: 3-Ethylamino-4-nitro-benzonitrile (0.3 g) was diluted with ethanol (5 mL) and was treated with 10% palladium on carbon (Pd/C)(0.070 g). The mixture was then shaken in a hydrogenation shaker under an atmosphere of hydrogen (40 psi) for 30 minutes. The resulting mixture was filtered through diatomaceous earth and concentrated. Silica gel chromatography using 20% ethyl acetate in hexanes as eluent gave 4-amino-3-ethylamino-benzonitrile (0.08 g).